From a dataset of the Open Reaction Database (ORD), a public repository of structured organic reaction records. describe an organic reaction: reactants, conditions, products, and yield Reactants: BrC=1N=C(C(=NC1)NCC(=O)OCC)NCC1CCOCC1 (Ethyl 2-(5-bromo-3-((tetrahydro-2H-pyran-4-yl)methylamino)pyrazin-2-ylamino)acetate), C(C)(C)N(C(C)C)CC (N,N-diisopropylethylamine), BrC=1C(=NC=C(N1)Br)NCC(=O)OCC (Ethyl 2-(3,5-dibromopyrazin-2-ylamino)acetate), O1CCC(CC1)CN ((tetrahydro-2H-pyran-4-yl)methanamine). Run in CO (methanol), CS(=O)C (dimethylsulfoxide). Conditions: temperature 150 celsius. The product is NC1=NC2=C(N1)C=C(C=C2C)C2=CN=C1C(=N2)N(C(CN1)=O)CC1CCOCC1 (7-(2-Amino-4-methyl-1H-benzo[d]imidazol-6-yl)-1-((tetrahydro-2H-pyran-4-yl)Methyl)-3,4-dihydropyrazino[2,3-b]pyrazin-2(1H)-one). RXN SMILES: Br[C:2]1[N:3]=[C:4]([NH:15][CH2:16][CH:17]2[CH2:22][CH2:21][O:20][CH2:19][CH2:18]2)[C:5]([NH:8][CH2:9][C:10]([O:12]CC)=O)=[N:6][CH:7]=1.BrC1[C:25]([NH:31]CC(OCC)=O)=[N:26][CH:27]=[C:28](Br)N=1.O1[CH2:43][CH2:42][CH:41]([CH2:44][NH2:45])[CH2:40]C1.C(N(CC)C(C)C)(C)C>CO.CS(C)=O>[NH2:31][C:25]1[NH:26][C:27]2[CH:28]=[C:43]([C:2]3[N:3]=[C:4]4[N:15]([CH2:16][CH:17]5[CH2:18][CH2:19][O:20][CH2:21][CH2:22]5)[C:10](=[O:12])[CH2:9][NH:8][C:5]4=[N:6][CH:7]=3)[CH:42]=[C:41]([CH3:40])[C:44]=2[N:45]=1. Procedure: Ethyl 2-(5-bromo-3-((tetrahydro-2H-pyran-4-yl)methylamino)pyrazin-2-ylamino)acetate. Ethyl 2-(3,5-dibromopyrazin-2-ylamino)acetate (2.00 g, 5.90 mmol), (tetrahydro-2H-pyran-4-yl)methanamine (0.713 g, 6.19 mmol), N,N-diisopropylethylamine (3.08 mL, 17.70 mmol) and dimethylsulfoxide (4 mL) were combined in a microwave vial with a stirbar and heated in a Biotage Emrys Optimizer microwave reactor at 150° C. for 1 h. The resulting mixture was transferred to a round bottom flask with methanol. The met...